Dataset: the Open Reaction Database (ORD), a public repository of structured organic reaction records. Task: describe an organic reaction: reactants, conditions, products, and yield The reactants are FC=1C=CC(=NC1)NN ((5-fluoro-pyridin-2-yl)-hydrazine), Cl.CN1[C@@H](C(=O)O)CCC1 (N-methyl-D-proline hydrochloride), C=1C=CC2=C(C1)N=NN2O (HOBt), O (H2O), C(CCl)Cl (EDC). The solvent is C(=O)(O)[O-].[Na+] (NaHCO3), [Na+].[Cl-] (NaCl), C(Cl)Cl (DCM). Run at time 6.5 hour. Product: FC=1C=CC(=NC1)NNC(=O)[C@@H]1N(CCC1)C ((R)-1-methyl-pyrrolidine-2-carboxylic acid N′-(5-fluoro-pyridin-2-yl)-hydrazide). The yield is 65.4%. RXN SMILES: [F:1][C:2]1[CH:3]=[CH:4][C:5]([NH:8][NH2:9])=[N:6][CH:7]=1.Cl.[CH3:11][N:12]1[CH2:19][CH2:18][CH2:17][C@@H:13]1[C:14](O)=[O:15].C1C=CC2N(O)N=NC=2C=1.O.C(Cl)CCl>C(Cl)Cl.C([O-])(O)=O.[Na+].[Na+].[Cl-]>[F:1][C:2]1[CH:3]=[CH:4][C:5]([NH:8][NH:9][C:14]([C@H:13]2[CH2:17][CH2:18][CH2:19][N:12]2[CH3:11])=[O:15])=[N:6][CH:7]=1 |f:1.2,7.8,9.10|. Procedure: A mixture of (5-fluoro-pyridin-2-yl)-hydrazine (889 mg, 7.00 mmol), N-methyl-D-proline hydrochloride (1.274 g, 7.7 mmol) and HOBt.H2O (95 mg, 0.70 mmol) in DCM (20 mL) was treated with EDC (1.494 g, 7.8 mmol), and the mixture stirred at RT for 6.5 h. The mixture was then diluted with sat. aq. NaHCO3 solution, NaCl added, and the mixture extracted with DCM (8×20 mL). The combined organics were dried and concentrated in vacuo to give (R)-1-methyl-pyrrolidine-2-carboxylic acid N′-(5-fluoro-pyridin-... The reactants are [Al+3], COC(=O)CC1=Cc2ccc(NC(C)=O)cc2CC1, CCOC(C)=O, [H-], [H-], [H-], [H-], [Li+], C1CCOC1. Product: CC(=O)Nc1ccc2c(c1)CCC(CCO)=C2. Reaction SMILES: [Al+3:2].[C:12]([CH3:13])(=[O:14])[NH:15][c:16]1[cH:17][c:18]2[c:23]([cH:24][cH:25]1)[CH:22]=[C:21]([CH2:26][C:27](=[O:28])[O:29][CH3:30])[CH2:20][CH2:19]2.[CH3:31][CH2:32][O:33][C:34](=[O:35])[CH3:36].[H-:1].[H-:4].[H-:5].[H-:6].[Li+:3].[O:7]1[CH2:8][CH2:9][CH2:10][CH2:11]1>>[C:12]([CH3:13])(=[O:14])[NH:15][c:16]1[cH:17][c:18]2[c:23]([cH:24][cH:25]1)[CH:22]=[C:21]([CH2:26][CH2:27][OH:28])[CH2:20][CH2:19]2. Starting materials: NC1=CC=CC=C1 (aniline), C(C)OC(CC(C1=CC=CC=C1)N1C=NC2=C1C=CC(=C2)C(=O)O)=O (1-(3-ethoxy-3-oxo-1-phenylpropyl)-1H-benzimidazole-5-carboxylic acid), C(C)(C)N(C(C)C)CC (N,N-diisopropylethylamine), CN(C)C(=[N+](C)C)ON1C2=C(C=CC=C2)N=N1.[B-](F)(F)(F)F (TBTU). The solvent is CN(C)C=O (DMF). Reaction conditions: time 0.5 hour. Yields the product N(C1=CC=CC=C1)C(=O)C1=CC2=C(N(C=N2)C(CC(=O)OCC)C2=CC=CC=C2)C=C1 (Ethyl 3-[5-(anilinocarbonyl)-1H-benzimidazol-1-yl]-3-phenylpropanoate), Phase I. Reaction SMILES: [CH2:1]([O:3][C:4](=[O:25])[CH2:5][CH:6]([N:13]1[C:17]2[CH:18]=[CH:19][C:20]([C:22]([OH:24])=O)=[CH:21][C:16]=2[N:15]=[CH:14]1)[C:7]1[CH:12]=[CH:11][CH:10]=[CH:9][CH:8]=1)[CH3:2].C(N(CC)C(C)C)(C)C.CN(C(O[N:43]1N=N[C:45]2[CH:46]=[CH:47][CH:48]=[CH:49][C:44]1=2)=[N+](C)C)C.[B-](F)(F)(F)F.NC1C=CC=CC=1>CN(C=O)C>[NH:43]([C:22]([C:20]1[CH:19]=[CH:18][C:17]2[N:13]([CH:6]([C:7]3[CH:8]=[CH:9][CH:10]=[CH:11][CH:12]=3)[CH2:5][C:4]([O:3][CH2:1][CH3:2])=[O:25])[CH:14]=[N:15][C:16]=2[CH:21]=1)=[O:24])[C:44]1[CH:49]=[CH:48][CH:47]=[CH:46][CH:45]=1 |f:2.3|. Procedure details: To a solution of 1-(3-ethoxy-3-oxo-1-phenylpropyl)-1H-benzimidazole-5-carboxylic acid (50 mg, 148 μmol) in DMF (3 μL) was added N,N-diisopropylethylamine (50 μL, 287 μmol) and TBTU (57 mg, 177 μmol). The solution was stirred at room temperature for 0.5 hour, aniline (20 μL, 220 μmol) was added, and stirring continued at room temperature for 72 hours. The solution was evaporated in vacuo, and the residue was purified by flash column chromatography on silica gel, eluting with a mixture of dichloro... The reactants are [H-].[Na+] (sodium hydride), C(C)(C)(C)S (tert-Butyl mercaptan), ClC1=NC(=CC=C1)C#N (2-chloro-6-cyanopyridine). The solvent is O1CCCC1 (tetrahydrofuran), O1CCCC1 (tetrahydrofuran). Run at time 1 hour. The product is C(#N)C1=NC(=CC=C1)C(C)(C)C (2-Cyano-6-tert-butylpyridine). The yield is 103.2%. As a reaction SMILES: [C:1](S)([CH3:4])([CH3:3])[CH3:2].[H-].[Na+].Cl[C:9]1[CH:14]=[CH:13][CH:12]=[C:11]([C:15]#[N:16])[N:10]=1>O1CCCC1>[C:15]([C:11]1[CH:12]=[CH:13][CH:14]=[C:9]([C:1]([CH3:4])([CH3:3])[CH3:2])[N:10]=1)#[N:16] |f:1.2|. Procedure details: tert-Butyl mercaptan (0.72 g, 7.9 mmol) was dissolved in tetrahydrofuran (100 ml) and added dropwise to sodium hydride (60% oil, 0.35 g, 8.7 mmol). The reaction mixture was stirred at room temperature for 1 hr. A solution of 2-chloro-6-cyanopyridine (1.00 g, 7.2 mmol) in tetrahydrofuran (10 ml) was added to the mixture, and the mixture was stirred at room temperature for 18 hrs. The reaction mixture was concentrated under reduced pressure, diluted with water and extracted with ethyl acetate. The...